Task: describe an organic reaction: reactants, conditions, products, and yield. Dataset: the Open Reaction Database (ORD), a public repository of structured organic reaction records Reactants: ClCC1=NN=C2N1N(C(C(=C2C2=CC=C(C=C2)Cl)C2=CC=C(C#N)C=C2)=O)CC=2C(=NC(=CC2)C(F)(F)F)C (4-(3-(chloromethyl)-8-(4-chlorophenyl)-5-((2-methyl-6-(trifluoromethyl)pyridin-3-yl)methyl)-6-oxo-5,6-dihydro-[1,2,4]triazolo[4,3-b]pyridazin-7-yl)benzonitrile), [I-].[Na+] (sodium iodide), CC(=O)C (acetone), O (water). Reagents/catalysts: [OH-].[Na+] (NaOH). Run in CCOC(=O)C (EtOAc). Conditions: time 8 hour. Yields the product ClC1=CC=C(C=C1)C=1C=2N(N(C(C1C1=CC=C(C#N)C=C1)=O)CC=1C(=NC(=CC1)C(F)(F)F)C)C(=NN2)CO (4-(8-(4-chlorophenyl)-3-(hydroxymethyl)-5-((2-methyl-6-(trifluoromethyl)pyridin-3-yl)methyl)-6-oxo-5,6-dihydro-[1,2,4]triazolo[4,3-b]pyridazin-7-yl)benzonitrile). The yield is 51.0%. RXN SMILES: Cl[CH2:2][C:3]1[N:7]2[N:8]([CH2:28][C:29]3[C:30]([CH3:39])=[N:31][C:32]([C:35]([F:38])([F:37])[F:36])=[CH:33][CH:34]=3)[C:9](=[O:27])[C:10]([C:19]3[CH:26]=[CH:25][C:22]([C:23]#[N:24])=[CH:21][CH:20]=3)=[C:11]([C:12]3[CH:17]=[CH:16][C:15]([Cl:18])=[CH:14][CH:13]=3)[C:6]2=[N:5][N:4]=1.[I-].[Na+].CC(C)=[O:44].O>[OH-].[Na+].CCOC(C)=O>[Cl:18][C:15]1[CH:16]=[CH:17][C:12]([C:11]2[C:6]3[N:7]([C:3]([CH2:2][OH:44])=[N:4][N:5]=3)[N:8]([CH2:28][C:29]3[C:30]([CH3:39])=[N:31][C:32]([C:35]([F:38])([F:37])[F:36])=[CH:33][CH:34]=3)[C:9](=[O:27])[C:10]=2[C:19]2[CH:26]=[CH:25][C:22]([C:23]#[N:24])=[CH:21][CH:20]=2)=[CH:13][CH:14]=1 |f:1.2,5.6|. Procedure details: To a round bottom flask was added 4-(3-(chloromethyl)-8-(4-chlorophenyl)-5-((2-methyl-6-(trifluoromethyl)pyridin-3-yl)methyl)-6-oxo-5,6-dihydro-[1,2,4]triazolo[4,3-b]pyridazin-7-yl)benzonitrile (30 mg, 0.053 mmol), sodium iodide (40 mg, 0.264 mmol) and acetone (2 ml). The reaction was stirred at room temperature for 8 hr. After this time, water (0.3 ml) was added followed by 1 drop of 1N NaOH. The reaction was stirred at room temperature for an additional 14 hrs. The solution was then diluted wi... Reactants: CN, CCC(C)Oc1ccc(OCC(=O)OC)cc1, C[O-], [Na+], CN(C)C=O, O, O=S(=O)(O)O. Yields the product CCC(C)Oc1ccc(OCC(=O)NC)cc1. Reaction SMILES: [CH3:18][NH2:19].[CH3:1][CH:2]([CH2:3][CH3:4])[O:5][c:6]1[cH:7][cH:8][c:9]([O:10][CH2:11][C:12](=[O:13])[O:14][CH3:15])[cH:16][cH:17]1.[CH3:20][O-:21].[Na+:22].[O:28]=[CH:29][N:30]([CH3:31])[CH3:32].[OH2:33].[S:23](=[O:24])(=[O:25])([OH:26])[OH:27]>>[CH3:1][CH:2]([CH2:3][CH3:4])[O:5][c:6]1[cH:7][cH:8][c:9]([O:10][CH2:11][C:12](=[O:13])[NH:19][CH3:18])[cH:16][cH:17]1.